This data is from the Open Reaction Database (ORD), a public repository of structured organic reaction records. The task is: describe an organic reaction: reactants, conditions, products, and yield Starting materials: NCC(C)O ((RS)-1-amino-2-propanol), O=CCC1C(C2=CC=CC(=C2C1)C)=O ((RS)-2-(2-oxoethyl)-4-methyl-1-indanone), C1(=CC=C(C=C1)S(=O)(=O)O)C (p-toluenesulfonic acid), O (water). Run in C1(=CC=CC=C1)C (toluene), C1(=CC=CC=C1)C (toluene). Run at time 45 minute. Yields the product CC1=C2CC3=C(N(C=C3)CC(C)O)C2=CC=C1 ((RS)-1-(5-methyl-1,4-dihydro-indeno[1,2-b]pyrrol-1-yl)-propan-2-ol). Yield: 27.5%. As a reaction SMILES: O=[CH:2][CH2:3][CH:4]1[CH2:12][C:11]2[C:6](=[CH:7][CH:8]=[CH:9][C:10]=2[CH3:13])[C:5]1=O.C1(C)C=CC(S(O)(=O)=O)=CC=1.O.[NH2:27][CH2:28][CH:29]([OH:31])[CH3:30]>C1(C)C=CC=CC=1>[CH3:13][C:10]1[CH:9]=[CH:8][CH:7]=[C:6]2[C:11]=1[CH2:12][C:4]1[CH:3]=[CH:2][N:27]([CH2:28][CH:29]([OH:31])[CH3:30])[C:5]=12. Reported procedure: A solution of 1.9 g of (RS)-2-(2-oxoethyl)-4-methyl-1-indanone and 80 mg of p-toluenesulfonic acid in 70 ml of anhydrous toluene was heated on a water separator, A solution of 3.0 g of (RS)-1-amino-2-propanol in 20 ml of anhydrous toluene was added dropwise to the boiling solution over a period of 5 minutes. Subsequently, the mixture was boiled for an additional 45 minutes, during which the solvent was reduced to a volume of 20 ml. The cooled reaction mixture was purified by column chromatograph...